Dataset: the Open Reaction Database (ORD), a public repository of structured organic reaction records. Task: describe an organic reaction: reactants, conditions, products, and yield Reactants: [N+](=O)([O-])C1=CC=C(C=C1)O (4-nitrophenol), C(=O)(OC(C)(C)C)NCC(=O)O (N-Boc glycine), CCN=C=NCCCN(C)C.Cl (EDC HCl). Run in C(Cl)Cl (CH2Cl2), C(Cl)Cl (CH2Cl2). Reaction conditions: time 24 hour. Yields the product C(C)(C)(C)OC(=O)NCC(=O)OC1=CC=C(C=C1)[N+](=O)[O-] (4-Nitrophenyl 2-((tert-butoxycarbonyl)amino)acetate). Reaction SMILES: [N+:1]([C:4]1[CH:9]=[CH:8][C:7]([OH:10])=[CH:6][CH:5]=1)([O-:3])=[O:2].[C:11]([NH:18][CH2:19][C:20](O)=[O:21])([O:13][C:14]([CH3:17])([CH3:16])[CH3:15])=[O:12].CCN=C=NCCCN(C)C.Cl>C(Cl)Cl>[C:14]([O:13][C:11]([NH:18][CH2:19][C:20]([O:10][C:7]1[CH:8]=[CH:9][C:4]([N+:1]([O-:3])=[O:2])=[CH:5][CH:6]=1)=[O:21])=[O:12])([CH3:17])([CH3:16])[CH3:15] |f:2.3|. Procedure: To a stirred solution of 4-nitrophenol (1.0 g, 7.19 mmol) in CH2Cl2 (20.0 mL) was added N-Boc glycine (1.38 g, 7.91 mmol) and EDC HCl (2.05 g, 10.785 mmol) and the reaction was stirred at ambient temperature for 24 h. The reaction mixture was diluted with CH2Cl2 and washed with water and saturated brine solution. The separated CH2Cl2 layer was dried over anhydrous Na2SO4 and concentrated under reduced pressure to afford the title compound as a light brown gummy material that was used in the next... Starting materials: OCc1ccccc1I, O=S(Cl)Cl. The product is ClCc1ccccc1I. Reaction SMILES: [I:1][c:2]1[c:3]([CH2:4][OH:5])[cH:6][cH:7][cH:8][cH:9]1.[S:10]([Cl:11])([Cl:12])=[O:13]>>[I:1][c:2]1[c:3]([CH2:4][Cl:12])[cH:6][cH:7][cH:8][cH:9]1. Reactants: [H-].[Al+3].[Li+].[H-].[H-].[H-] (lithium aluminium hydride), CC=1N=C(SC1C(=O)OCC)C1=CC=C(C=C1)C(F)(F)F (ethyl 4-methyl-2-[4-(trifluoromethyl)phenyl]-thiazole-5-carboxylate). Solvent: O1CCCC1 (tetrahydrofuran), O1CCCC1 (tetrahydrofuran). Conditions: time 2 hour. The product is CC=1N=C(SC1CO)C1=CC=C(C=C1)C(F)(F)F ({4-methyl-2-[4-(trifluoromethyl)phenyl]-1,3-thiazol-5-yl}methanol). As a reaction SMILES: [H-].[Al+3].[Li+].[H-].[H-].[H-].[CH3:7][C:8]1[N:9]=[C:10]([C:18]2[CH:23]=[CH:22][C:21]([C:24]([F:27])([F:26])[F:25])=[CH:20][CH:19]=2)[S:11][C:12]=1[C:13](OCC)=[O:14]>O1CCCC1>[CH3:7][C:8]1[N:9]=[C:10]([C:18]2[CH:19]=[CH:20][C:21]([C:24]([F:27])([F:25])[F:26])=[CH:22][CH:23]=2)[S:11][C:12]=1[CH2:13][OH:14] |f:0.1.2.3.4.5|. Reported procedure: To a well stirred solution of lithium aluminium hydride (1.52 g) in dry tetrahydrofuran (50 ml) at 0° C., was slowly added a solution of ethyl 4-methyl-2-[4-(trifluoromethyl)phenyl]-thiazole-5-carboxylate (12.6 g) in dry tetrahydrofuran (50 ml). The mixture was stirred at room temperature for 2 hours. The reaction was quenched by slow addition at 0° C. of water (2 ml), 5N NaOH (2 ml) and water (6 ml). The precipitate was filtered, washed with ethyl acetate, methanol, dichloromethane and tetrahyd... Reactants: CN, CCO, Cc1cccc(S(=O)(=O)Cl)c1. As a reaction SMILES: [CH3:1][NH2:2].[CH3:3][CH2:4][OH:5].[c:6]1([CH3:16])[cH:7][c:8]([S:12](=[O:13])(=[O:14])[Cl:15])[cH:9][cH:10][cH:11]1>>[CH3:1][NH:2][S:12]([c:8]1[cH:7][c:6]([CH3:16])[cH:11][cH:10][cH:9]1)(=[O:13])=[O:14]. Yields the product CNS(=O)(=O)c1cccc(C)c1. Reactants: [Li]CCCC, CCCCCC, CN(C)P(=O)(N(C)C)N(C)C, COC(=O)C(CCCCN=Cc1ccccc1)N=Cc1ccccc1, CC(C)[N-]C(C)C, CC(Cl)Br, [Li+], C1CCOC1. Product: COC(=O)C(CCl)(CCCCN=Cc1ccccc1)N=Cc1ccccc1. RXN SMILES: [CH2:9]([Li:10])[CH2:11][CH2:12][CH3:13].[CH3:48][CH2:49][CH2:50][CH2:51][CH2:52][CH3:53].[CH3:54][N:55]([P:56]([N:57]([CH3:58])[CH3:59])([N:60]([CH3:61])[CH3:62])=[O:63])[CH3:64].[CH:14]([c:15]1[cH:16][cH:17][cH:18][cH:19][cH:20]1)=[N:21][CH:22]([C:23](=[O:24])[O:25][CH3:26])[CH2:27][CH2:28][CH2:29][CH2:30][N:31]=[CH:32][c:33]1[cH:34][cH:35][cH:36][cH:37][cH:38]1.[CH:1]([N-:2][CH:3]([CH3:4])[CH3:5])([CH3:6])[CH3:7].[Cl:39][CH:40]([Br:41])[CH3:42].[Li+:8].[O:43]1[CH2:44][CH2:45][CH2:46][CH2:47]1>>[CH:14]([c:15]1[cH:16][cH:17][cH:18][cH:19][cH:20]1)=[N:21][C:22]([C:23](=[O:24])[O:25][CH3:26])([CH2:27][CH2:28][CH2:29][CH2:30][N:31]=[CH:32][c:33]1[cH:34][cH:35][cH:36][cH:37][cH:38]1)[CH2:40][Cl:39]. The reactants are Cl (HCl), C1(CC1)C1=NN(C(=C1)C1CC1)C1=C(C=C(C=C1)NC(C1=CC=NC=C1)=O)F (N-[4-(3,5-dicyclopropyl-1H-pyrazol-1-yl)-3-fluorophenyl]isonicotinamide), intermediate 28, C(C1=CC=NC=C1)(=O)O (isonicotinic acid). Solvent: C(C)OCC (diethyl ether), C1CCOC1 (THF). Reaction conditions: time 15 minute. Yields the product Cl.C1(CC1)C1=NN(C(=C1)C1CC1)C1=C(C=C(C=C1)NC(C1=CC=NC=C1)=O)F (N-[4-(3,5-dicyclopropyl-1H-pyrazol-1-yl)-3-fluorophenyl]isonicotinamide hydrochloride). As a reaction SMILES: [CH:1]1([C:4]2[CH:8]=[C:7]([CH:9]3[CH2:11][CH2:10]3)[N:6]([C:12]3[CH:17]=[CH:16][C:15]([NH:18][C:19](=[O:26])[C:20]4[CH:25]=[CH:24][N:23]=[CH:22][CH:21]=4)=[CH:14][C:13]=3[F:27])[N:5]=2)[CH2:3][CH2:2]1.C(O)(=O)C1C=CN=CC=1.[ClH:37]>C1COCC1.C(OCC)C>[ClH:37].[CH:1]1([C:4]2[CH:8]=[C:7]([CH:9]3[CH2:11][CH2:10]3)[N:6]([C:12]3[CH:17]=[CH:16][C:15]([NH:18][C:19](=[O:26])[C:20]4[CH:25]=[CH:24][N:23]=[CH:22][CH:21]=4)=[CH:14][C:13]=3[F:27])[N:5]=2)[CH2:2][CH2:3]1 |f:5.6|. Procedure details: Following the general procedure-1, N-[4-(3,5-dicyclopropyl-1H-pyrazol-1-yl)-3-fluorophenyl]isonicotinamide (107 mg) was prepared from intermediate 28 (200 mg, 0.78 mmol) and isonicotinic acid (153 mg, 1.2 mmol) as a yellow solid and dissolved in THF. Saturated HCl in diethyl ether was added to this solution at 0° C. and stirred for 15 min. Solid that separated out was filtered and dried to give the title compound (70 mg) as a pale-yellow solid. M.P.: 201.2-203.4° C. 1H-NMR (δ ppm, DMSO-d6, 400 M... The reactants are CC(=O)OC1C=CC(Cl)CC1, CCOCC, [N-]=[N+]=[N-], [Na+], CN(C)C=O, O. Product: CC(=O)OC1C=CC(N=[N+]=[N-])CC1. RXN SMILES: [C:1]([CH3:2])(=[O:3])[O:4][CH:5]1[CH:6]=[CH:7][CH:8]([Cl:11])[CH2:9][CH2:10]1.[CH3:21][CH2:22][O:23][CH2:24][CH3:25].[N-:13]=[N+:14]=[N-:15].[Na+:12].[O:16]=[CH:17][N:18]([CH3:19])[CH3:20].[OH2:26]>>[C:1]([CH3:2])(=[O:3])[O:4][CH:5]1[CH:6]=[CH:7][CH:8]([N:13]=[N+:14]=[N-:15])[CH2:9][CH2:10]1.